The task is: describe an organic reaction: reactants, conditions, products, and yield. This data is from the Open Reaction Database (ORD), a public repository of structured organic reaction records. Yields the product OC(CNC1(CC1)CCN1C(OC(C2=C1C=CC=C2)(C)C)=O)C2=CC=C(C=1NC(COC12)=O)O (1-(2-{1-[2-hydroxy-2-(5-hydroxy-3-oxo-3,4-dihydro-2H-benzo[1,4]oxazin-8-yl)-ethylamino]-cyclopropyl}-ethyl)-4,4-dimethyl-1,4-dihydro-benzo[d][1,3]oxazin-2-one). RXN SMILES: C([O:8][C:9]1[C:14]2[NH:15][C:16](=[O:19])[CH2:17][O:18][C:13]=2[C:12]([CH:20]([OH:41])[CH2:21][NH:22][C:23]2([CH2:26][CH2:27][N:28]3[C:33]4[CH:34]=[CH:35][CH:36]=[CH:37][C:32]=4[C:31]([CH3:39])([CH3:38])[O:30][C:29]3=[O:40])[CH2:25][CH2:24]2)=[CH:11][CH:10]=1)C1C=CC=CC=1.[H][H]>CO.[Pd]>[OH:41][CH:20]([C:12]1[C:13]2[O:18][CH2:17][C:16](=[O:19])[NH:15][C:14]=2[C:9]([OH:8])=[CH:10][CH:11]=1)[CH2:21][NH:22][C:23]1([CH2:26][CH2:27][N:28]2[C:33]3[CH:34]=[CH:35][CH:36]=[CH:37][C:32]=3[C:31]([CH3:39])([CH3:38])[O:30][C:29]2=[O:40])[CH2:24][CH2:25]1. The solvent is CO (methanol). Procedure details: 650 mg (1.17 mmol) 1-(2-{1-[2-(5-benzyloxy-3-oxo-3,4-dihydro-2H-benzo[1,4]oxazin-8-yl)-2-hydroxy-ethylamino]-cyclopropyl}-ethyl)-4,4-dimethyl-1,4-dihydro-benzo[d][1,3]oxazin-2-one are dissolved in 30 mL methanol, combined with palladium on charcoal (10%) and hydrogenated at ambient temperature and 3 bar hydrogen pressure. Reagents/catalysts: [Pd] (palladium on charcoal). The reactants are C(C1=CC=CC=C1)OC1=CC=C(C2=C1NC(CO2)=O)C(CNC2(CC2)CCN2C(OC(C1=C2C=CC=C1)(C)C)=O)O (1-(2-{1-[2-(5-benzyloxy-3-oxo-3,4-dihydro-2H-benzo[1,4]oxazin-8-yl)-2-hydroxy-ethylamino]-cyclopropyl}-ethyl)-4,4-dimethyl-1,4-dihydro-benzo[d][1,3]oxazin-2-one), [H][H] (hydrogen).